This data is from the Open Reaction Database (ORD), a public repository of structured organic reaction records. The task is: describe an organic reaction: reactants, conditions, products, and yield The reactants are COC([C@@H](NC(=O)OC(C)(C)C)CCCCNC(=O)OCC1=CC=CC=C1)=O (Nα-t-butoxycarbonyl-Nε-benzyloxycarbonyllysine methyl ester), N1=C(C=CC=C1C)C (2.6-lutidine), [Si](C)(C)(C(C)(C)C)OS(=O)(=O)C(F)(F)F (t-butyldimethylsilyltrifluoromethane sulfonate), [Cl-].[NH4+] (ammonium chloride). The solvent is ClCCl (dichloromethane). Conditions: time 15 minute. The product is COC([C@@H](N(CCCC)C(=O)O[SiH](C)C)CCCCNC(=O)OCC1=CC=CC=C1)=O (Nα-butyldimethylsilyloxycarbonyl-Nε-benzyloxycarbonyllysine methyl ester). Reaction SMILES: [CH3:1][O:2][C:3](=[O:28])[C@H:4]([CH2:13][CH2:14][CH2:15][CH2:16][NH:17][C:18]([O:20][CH2:21][C:22]1[CH:27]=[CH:26][CH:25]=[CH:24][CH:23]=1)=[O:19])[NH:5][C:6]([O:8]C(C)(C)C)=[O:7].N1C(C)=[CH:33][CH:32]=[CH:31][C:30]=1C.[Si:37](OS(C(F)(F)F)(=O)=O)(C(C)(C)C)([CH3:39])[CH3:38].[Cl-].[NH4+]>ClCCl>[CH3:1][O:2][C:3](=[O:28])[C@H:4]([CH2:13][CH2:14][CH2:15][CH2:16][NH:17][C:18]([O:20][CH2:21][C:22]1[CH:23]=[CH:24][CH:25]=[CH:26][CH:27]=1)=[O:19])[N:5]([C:6]([O:8][SiH:37]([CH3:39])[CH3:38])=[O:7])[CH2:30][CH2:31][CH2:32][CH3:33] |f:3.4|. Reported procedure: To a dichloromethane solution (1.0 ml) of Nα-t-butoxycarbonyl-Nε-benzyloxycarbonyllysine methyl ester (191.0 mg, 0.48 mmol) were added 2.6-lutidine (113 μl, 0.97 mmol) and t-butyldimethylsilyltrifluoromethane sulfonate (167 μl, 0.73 mmol). The mixture was stirred for 15 minutes in an argon atmosphere at room temperature. After addition of a saturated aqueous solution of ammonium chloride, the reaction mixture was extracted with ether and the ether layer was dried over anhydrous magnesium sulfate... Reactants: ice water, FC1=CC=C(C=C1)CC1=C(C=CC(=C1)OC1=C(C=C(C=C1C)[N+](=O)[O-])C)OC (1-[(4-fluorophenyl)methyl]-2-methoxy-5-(2,6-dimethyl-4-nitrophenoxy)benzene), B(Br)(Br)Br (boron tribromide). Run in C(Cl)Cl (methylene chloride), C(Cl)Cl (methylene chloride). Run at time 8 hour. Yields the product FC1=CC=C(C=C1)CC1=C(C=CC(=C1)OC1=C(C=C(C=C1C)[N+](=O)[O-])C)O (2-[(4-fluorophenyl)methyl]-4-(2,6-dimethyl-4-nitrophenoxy)phenol). RXN SMILES: [F:1][C:2]1[CH:7]=[CH:6][C:5]([CH2:8][C:9]2[CH:14]=[C:13]([O:15][C:16]3[C:21]([CH3:22])=[CH:20][C:19]([N+:23]([O-:25])=[O:24])=[CH:18][C:17]=3[CH3:26])[CH:12]=[CH:11][C:10]=2[O:27]C)=[CH:4][CH:3]=1.B(Br)(Br)Br>C(Cl)Cl>[F:1][C:2]1[CH:3]=[CH:4][C:5]([CH2:8][C:9]2[CH:14]=[C:13]([O:15][C:16]3[C:21]([CH3:22])=[CH:20][C:19]([N+:23]([O-:25])=[O:24])=[CH:18][C:17]=3[CH3:26])[CH:12]=[CH:11][C:10]=2[OH:27])=[CH:6][CH:7]=1. Reported procedure: To a solution of 1.7 g (4.5 mmol) of 1-[(4-fluorophenyl)methyl]-2-methoxy-5-(2,6-dimethyl-4-nitrophenoxy)benzene in 100 ml methylene chloride is added 13.5 ml (13.5 mmol) 1.0N boron tribromide in methylene chloride. The solution is stirred overnight at room temperature, poured into ice water (300 ml) and stirred 1 hour. The organic layer is separated, washed with water, dried (CaSO4) and evaporated. Flash chromatography of the residue gives 2-[(4-fluorophenyl)methyl]-4-(2,6-dimethyl-4-nitropheno... Starting materials: C(C)OC(=O)N(NC(=S)N)C1=CC=CC=C1 (1-Ethoxycarbonyl-1-phenythiosemicarbazide), [OH-].[Na+] (sodium hydroxide), Cl (hydrochloric acid). Conditions: temperature 25 celsius, time 45 minute. Yields the product OC1=NC(=NN1C1=CC=CC=C1)S (5-Hydroxy-1-phenyl-1,2,4-triazol-3-thiol). Procedure details: The product of stage (a) (28.9 g) was treated with a solution of sodium hydroxide (7.5 g) in water (150 ml). The suspension was heated under reflux with stirring for 45 minutes and then cooled to 25° C. The pH of the solution was adjusted to 1.0 with concentrated hydrochloric acid and the resulting solid was filtered and washed with water to give 20.2 g of the desired product. Solvent: O (water). Yield: 86.6%. As a reaction SMILES: C([O:3][C:4]([N:6]([C:11]1[CH:16]=[CH:15][CH:14]=[CH:13][CH:12]=1)[NH:7][C:8]([NH2:10])=[S:9])=O)C.[OH-].[Na+].Cl>O>[OH:3][C:4]1[N:6]([C:11]2[CH:16]=[CH:15][CH:14]=[CH:13][CH:12]=2)[N:7]=[C:8]([SH:9])[N:10]=1 |f:1.2|. The reactants are [BH4-], ClCCl, CO, CCOC(=O)C=Cc1ccc(CC(NS(=O)(=O)c2ccc(Cl)cc2)c2cccnc2)cc1, Cl, [Na+], Cl[Ni]Cl. Product: CCOC(=O)CCc1ccc(CC(NS(=O)(=O)c2ccc(Cl)cc2)c2cccnc2)cc1. As a reaction SMILES: [BH4-:1].[CH2:38]([Cl:39])[Cl:40].[CH3:36][OH:37].[Cl:3][c:4]1[cH:5][cH:6][c:7]([S:10](=[O:11])(=[O:12])[NH:13][CH:14]([CH2:15][c:16]2[cH:17][cH:18][c:19]([CH:20]=[CH:21][C:22](=[O:23])[O:24][CH2:25][CH3:26])[cH:27][cH:28]2)[c:29]2[cH:30][n:31][cH:32][cH:33][cH:34]2)[cH:8][cH:9]1.[ClH:35].[Na+:2].[Ni:41]([Cl:42])[Cl:43]>>[Cl:3][c:4]1[cH:5][cH:6][c:7]([S:10](=[O:11])(=[O:12])[NH:13][CH:14]([CH2:15][c:16]2[cH:17][cH:18][c:19]([CH2:20][CH2:21][C:22](=[O:23])[O:24][CH2:25][CH3:26])[cH:27][cH:28]2)[c:29]2[cH:30][n:31][cH:32][cH:33][cH:34]2)[cH:8][cH:9]1. The reactants are ClC1=CC=C(N)C=C1 (4-chloroaniline), ClC1=C(C=C(C=C1[N+](=O)[O-])[N+](=O)[O-])C(F)(F)F (2-chloro-3,5-dinitrobenzotrifluoride). Solvent: C1(=CC=CC=C1)C (toluene). Yields the product ClC1=CC=C(NC2=C(C=C(C=C2[N+](=O)[O-])[N+](=O)[O-])C(F)(F)F)C=C1 (2(4-chloroanilino)-3,5-dinitrobenzotrifluoride). As a reaction SMILES: [Cl:1][C:2]1[CH:8]=[CH:7][C:5]([NH2:6])=[CH:4][CH:3]=1.Cl[C:10]1[C:15]([N+:16]([O-:18])=[O:17])=[CH:14][C:13]([N+:19]([O-:21])=[O:20])=[CH:12][C:11]=1[C:22]([F:25])([F:24])[F:23]>C1(C)C=CC=CC=1>[Cl:1][C:2]1[CH:8]=[CH:7][C:5]([NH:6][C:10]2[C:15]([N+:16]([O-:18])=[O:17])=[CH:14][C:13]([N+:19]([O-:21])=[O:20])=[CH:12][C:11]=2[C:22]([F:23])([F:25])[F:24])=[CH:4][CH:3]=1. Procedure: A mixture of 4-chloroaniline (127.5 g) and 2-chloro-3,5-dinitrobenzotrifluoride (270.5 g.) in toluene (2 l.) was heated under reflux for 16 hours and the hot mixture then filtered. The filtrate was concentrated in vacuo, and the true amounts of toluene removed by co-distillation with industrial methylated spirit, to give a black semi-solid. Extraction of this solid with cyclohexane gave yellow crystals of 2(4-chloroanilino)-3,5-dinitrobenzotrifluoride, melting point 104°-106° C. RXN SMILES: [Br-:1].[CH2:33]1[O:34][CH2:35][CH2:36][CH2:37]1.[CH2:4]([CH3:5])[CH:6]([CH2:7][CH3:8])[c:9]1[c:10]2[n:11]([n:12][c:13]([CH3:15])[cH:14]1)[c:16](-[c:20]1[c:21]([CH3:32])[n:22][c:23]3[n:24]1[cH:25][cH:26][cH:27][c:28]3[C:29]([CH3:30])=[O:31])[c:17]([CH3:19])[n:18]2.[CH3:2][Mg+:3]>>[CH3:2][C:29]([c:28]1[c:23]2[n:22][c:21]([CH3:32])[c:20](-[c:16]3[n:11]4[c:10]([c:9]([CH:6]([CH2:4][CH3:5])[CH2:7][CH3:8])[cH:14][c:13]([CH3:15])[n:12]4)[n:18][c:17]3[CH3:19])[n:24]2[cH:25][cH:26][cH:27]1)([CH3:30])[OH:31]. Yields the product CCC(CC)c1cc(C)nn2c(-c3c(C)nc4c(C(C)(C)O)cccn34)c(C)nc12. The reactants are [Br-], C1CCOC1, CCC(CC)c1cc(C)nn2c(-c3c(C)nc4c(C(C)=O)cccn34)c(C)nc12, C[Mg+].